The task is: describe an organic reaction: reactants, conditions, products, and yield. This data is from the Open Reaction Database (ORD), a public repository of structured organic reaction records. Reactants: C(C#CC)N1C(=NC(=C1C(=O)OCC)CO)N1CCN(CC1)C(=O)OC(C)(C)C (t-butyl 4-[1-(2-butynyl)-5-ethoxycarbonyl-4-hydroxymethyl-1H-imidazol-2-yl]piperazine-1-carboxylate). Reagents/catalysts: [O-2].[O-2].[Mn+4] (manganese dioxide). Run in ClCCl (dichloromethane). Run at time 15 hour. Yields the product C(C#CC)N1C(=NC(=C1C(=O)OCC)C=O)N1CCN(CC1)C(=O)OC(C)(C)C (t-Butyl 4-[1-(2-butynyl)-5-ethoxycarbonyl-4-formyl-1H-imidazol-2-yl]piperazine-1-carboxylate). Isolated yield 90.6%. Reaction SMILES: [CH2:1]([N:5]1[C:9]([C:10]([O:12][CH2:13][CH3:14])=[O:11])=[C:8]([CH2:15][OH:16])[N:7]=[C:6]1[N:17]1[CH2:22][CH2:21][N:20]([C:23]([O:25][C:26]([CH3:29])([CH3:28])[CH3:27])=[O:24])[CH2:19][CH2:18]1)[C:2]#[C:3][CH3:4]>[O-2].[O-2].[Mn+4].ClCCl>[CH2:1]([N:5]1[C:9]([C:10]([O:12][CH2:13][CH3:14])=[O:11])=[C:8]([CH:15]=[O:16])[N:7]=[C:6]1[N:17]1[CH2:22][CH2:21][N:20]([C:23]([O:25][C:26]([CH3:27])([CH3:29])[CH3:28])=[O:24])[CH2:19][CH2:18]1)[C:2]#[C:3][CH3:4] |f:1.2.3|. Procedure details: 0.120 g of manganese dioxide was added to a 2-ml dichloromethane solution of 0.061 g of t-butyl 4-[1-(2-butynyl)-5-ethoxycarbonyl-4-hydroxymethyl-1H-imidazol-2-yl]piperazine-1-carboxylate, and the mixture was stirred at room temperature for 15 hours. The reaction solution was filtered through celite, and the filtrate was concentrated under reduced pressure. The residue was purified by silica gel column chromatography. Thus, 0.055 g of the title compound was obtained from the fraction eluted with... The reactants are O=Cc1ccccc1C(=O)O, CC(=O)O, CC(=O)[O-], [Na+], O, O=C1CSC(=S)N1. RXN SMILES: [C:1]([c:2]1[c:3]([CH:4]=[O:5])[cH:6][cH:7][cH:8][cH:9]1)(=[O:10])[OH:11].[CH3:19][C:20](=[O:21])[OH:22].[CH3:24][C:25](=[O:26])[O-:27].[Na+:23].[OH2:28].[S:12]1[C:13](=[S:14])[NH:15][C:16](=[O:17])[CH2:18]1>>[C:1]([c:2]1[c:3]([CH:4]=[C:18]2[S:12][C:13](=[S:14])[NH:15][C:16]2=[O:17])[cH:6][cH:7][cH:8][cH:9]1)(=[O:10])[OH:11]. Product: O=C1NC(=S)SC1=Cc1ccccc1C(=O)O. Reactants: O (water), CCCCCC (n-hexane), [Si](C)(C)(C(C)(C)C)OCCOCCO (5-(t-butyldimethylsilyloxy)-3-oxa-1-pentanol), [H-].[Na+] (sodium hydride), propalgyl bromide. Run in C(C)(=O)OCC (ethyl acetate), O1CCCC1 (tetrahydrofuran). Reaction conditions: time 30 minute. Yields the product [Si](C)(C)(C(C)(C)C)OCCOCCOCC#C (9-(t-butyldimethylsilyloxy)-4,7-dioxa-1-nonyne). Yield: 38.0%. Reaction SMILES: [Si:1]([O:8][CH2:9][CH2:10][O:11][CH2:12][CH2:13][OH:14])([C:4]([CH3:7])([CH3:6])[CH3:5])([CH3:3])[CH3:2].[H-].[Na+].O.[CH3:18][CH2:19][CH2:20]CCC>O1CCCC1.C(OCC)(=O)C>[Si:1]([O:8][CH2:9][CH2:10][O:11][CH2:12][CH2:13][O:14][CH2:20][C:19]#[CH:18])([C:4]([CH3:7])([CH3:6])[CH3:5])([CH3:3])[CH3:2] |f:1.2|. Procedure details: To a solution of 5-(t-butyldimethylsilyloxy)-3-oxa-1-pentanol (2.16 g, 9.8 mmol) in dry tetrahydrofuran (20 ml) was added sodium hydride (432 mg, 60% in oil, 10.8 mmol) at room temperature. The mixture was stirred for 30 minutes, and propalgyl bromide (2.9 g, 19.6 mmol) was added thereto. The mixture was stirred at room temperature for 12 hours. After the reaction was completed, water was added thereto. The resulting mixture was extracted with ethyl acetate. The organic layer was washed with sat... Reactants: CCO, CC(C)(C#N)N=NC(C)(C)C#N, OP(O)P(O)O, C=CCc1ccccc1, C=CCc1ccccc1. The product is OP(O)CCCc1ccccc1. RXN SMILES: [CH3:37][CH2:38][OH:39].[N:16]([C:17]([CH3:18])([CH3:19])[C:20]#[N:21])=[N:22][C:23]([CH3:24])([CH3:25])[C:26]#[N:27].[P:1]([OH:2])([OH:3])[P:4]([OH:5])[OH:6].[c:28]1([CH2:29][CH:30]=[CH2:31])[cH:32][cH:33][cH:34][cH:35][cH:36]1.[c:7]1([CH2:13][CH:14]=[CH2:15])[cH:8][cH:9][cH:10][cH:11][cH:12]1>>[P:1]([OH:2])([OH:3])[CH2:15][CH2:14][CH2:13][c:7]1[cH:8][cH:9][cH:10][cH:11][cH:12]1. Reactants: NC1=[N+](C=C(N=C1C#N)C)[O-] (2-amino-3-cyano-5-methylpyrazine 1-oxide), P(Cl)(Cl)Cl (phosphorous trichloride). Product: NC1=NC=C(N=C1C#N)C (2-amino-3-cyano-5-methylpyrazine). Reaction SMILES: [NH2:1][C:2]1[C:7]([C:8]#[N:9])=[N:6][C:5]([CH3:10])=[CH:4][N+:3]=1[O-].P(Cl)(Cl)Cl>>[NH2:1][C:2]1[C:7]([C:8]#[N:9])=[N:6][C:5]([CH3:10])=[CH:4][N:3]=1. Procedure: The intermediate 2-amino-5-methylpyrazine is prepared stepwise, starting with 2-oxopropanal 1-oxime. This oxime is allowed to react with aminomalononitrile tosylate [prepared by the method of Ferris et al., J. Am. Chem. Soc. 88, 3829 (1966)], to yield 2-amino-3-cyano-5-methylpyrazine 1-oxide. The pyrazine 1-oxide prepared in this manner is allowed to react with phosphorous trichloride to yield 2-amino-3-cyano-5-methylpyrazine. This 2-amino-3-cyano-5-methylpyrazine is hydrolyzed with aqueous sodi... Reactants: COC(=O)C=1CC(C2=CC=CC3=C2C1C=NC=C3)=O (1-oxo-1,2-dihydronaphtho[1,8-cd]azepine-3-carboxylic acid methyl ester). Reagents/catalysts: [Pd] (Pd/C). Solvent: CCOC(=O)C (EtOAc). Product: COC(=O)C1CC(C2=CC=CC=3C2=C1CN=CC3)=O (1-Oxo-1,2,3,4-tetrahydronaphtho[1,8-cd]azepine-3-carboxylic Acid Methyl Ester). RXN SMILES: [CH3:1][O:2][C:3]([C:5]1[CH2:6][C:7](=[O:19])[C:8]2[C:13]3[C:14]=1[CH:15]=[N:16][CH:17]=[CH:18][C:12]=3[CH:11]=[CH:10][CH:9]=2)=[O:4]>CCOC(C)=O.[Pd]>[CH3:1][O:2][C:3]([CH:5]1[C:14]2[CH2:15][N:16]=[CH:17][CH:18]=[C:12]3[C:13]=2[C:8](=[CH:9][CH:10]=[CH:11]3)[C:7](=[O:19])[CH2:6]1)=[O:4]. Reported procedure: A solution of 1-oxo-1,2-dihydronaphtho[1,8-cd]azepine-3-carboxylic acid methyl ester (129 mg, 0.5 mmol) in EtOAc (5 mL) is hydrogenated at 1 atm over 10% Pd/C (35 mg) for 18 h. The catalyst is filtered, the solvent is removed under reduced pressure and the residue purified by flash chromatography using a gradient of 0-50% EtOAc/hexane as eluent to give the title compound.